The task is: describe an organic reaction: reactants, conditions, products, and yield. This data is from the Open Reaction Database (ORD), a public repository of structured organic reaction records. Starting materials: CC(C)(C)OC(=O)N1CCCC(O)C1, CC(C)N=C=NC(C)C, Clc1ncnc2[nH]ncc12, C1CCOC1, c1ccc(P(c2ccccc2)c2ccccc2)cc1. The product is CC(C)(C)OC(=O)N1CCCC(n2ncc3c(Cl)ncnc32)C1. Reaction SMILES: [C:29](=[O:30])([O:31][C:32]([CH3:33])([CH3:34])[CH3:35])[N:36]1[CH2:37][CH:38]([OH:42])[CH2:39][CH2:40][CH2:41]1.[CH:20]([N:21]=[C:22]=[N:23][CH:24]([CH3:25])[CH3:26])([CH3:27])[CH3:28].[Cl:43][c:44]1[c:45]2[c:46]([n:47][cH:48][n:49]1)[nH:50][n:51][cH:52]2.[O:53]1[CH2:54][CH2:55][CH2:56][CH2:57]1.[c:1]1([P:2]([c:3]2[cH:4][cH:5][cH:6][cH:7][cH:8]2)[c:9]2[cH:10][cH:11][cH:12][cH:13][cH:14]2)[cH:15][cH:16][cH:17][cH:18][cH:19]1>>[C:29](=[O:30])([O:31][C:32]([CH3:33])([CH3:34])[CH3:35])[N:36]1[CH2:37][CH:38]([n:50]2[c:46]3[c:45]([c:44]([Cl:43])[n:49][cH:48][n:47]3)[cH:52][n:51]2)[CH2:39][CH2:40][CH2:41]1. The reactants are C(C1=CC(O)=C(O)C(O)=C1)(=O)O (gallic acid), C(C1=CC=CC=C1)Cl (benzyl chloride), [I-].C(C)(C)(C)[NH3+] (tertiary butyl ammonium iodide), C(=O)([O-])[O-].[K+].[K+] (K2CO3), CC(=O)C (acetone). Yields the product C(C1=CC=CC=C1)OC=1C=C(C(=O)OCC2=CC=CC=C2)C=C(C1OCC1=CC=CC=C1)OCC1=CC=CC=C1 (benzyl 3,4,5-tris(benzyloxy)benzoate). Yield: 80.0%. RXN SMILES: [C:1]([OH:12])(=[O:11])[C:2]1[CH:10]=[C:8]([OH:9])[C:6]([OH:7])=[C:4]([OH:5])[CH:3]=1.[CH2:13](Cl)[C:14]1[CH:19]=[CH:18][CH:17]=[CH:16][CH:15]=1.[I-].[C:22]([NH3+])([CH3:25])([CH3:24])[CH3:23].C([O-])([O-])=O.[K+].[K+].[CH3:33][C:34]([CH3:36])=O>>[CH2:13]([O:5][C:4]1[CH:3]=[C:2]([CH:10]=[C:8]([O:9][CH2:1][C:2]2[CH:10]=[CH:8][CH:6]=[CH:4][CH:3]=2)[C:6]=1[O:7][CH2:13][C:14]1[CH:19]=[CH:18][CH:17]=[CH:16][CH:15]=1)[C:1]([O:12][CH2:23][C:22]1[CH:25]=[CH:36][CH:34]=[CH:33][CH:24]=1)=[O:11])[C:14]1[CH:19]=[CH:18][CH:17]=[CH:16][CH:15]=1 |f:2.3,4.5.6|. Procedure: A mixture of gallic acid (4 g, 21.27 mmol), benzyl chloride (19.5 mL, 0.170 mol), tertiary butyl ammonium iodide (catalytic) and K2CO3 (14.67 g, 106 mmol) in acetone (50 mL) was refluxed for 6 h. The mixture was filtered and the filter cake was washed well with acetone. The combined filtrate and washing solvent were evaporated to dryness in vacuo. The residue was dissolved in ethyl acetate (50 mL), washed with H2O (20×2 mL) and brine (30 mL), dried over Na2SO4 and evaporated to dryness. The crud... The reactants are COC=1C=C2C(=CNC2=CC1)CC(C)([N+](=O)[O-])C (5-METHOXY-3-(2-METHYL-2-NITROPROPYL)INDOLE), O.NN (hydrazine hydrate), nitro. Reagents/catalysts: [Ni] (Raney nickel). Product: COC=1C=C2C(=CNC2=CC1)CC(N)(C)C (5-METHOXY-α,α-DIMETHYL-1H-INDOL-3-YL-ETHANEAMINE). As a reaction SMILES: [CH3:1][O:2][C:3]1[CH:4]=[C:5]2[C:9](=[CH:10][CH:11]=1)[NH:8][CH:7]=[C:6]2[CH2:12][C:13]([CH3:18])([N+:15]([O-])=O)[CH3:14].O.NN>[Ni]>[CH3:1][O:2][C:3]1[CH:4]=[C:5]2[C:9](=[CH:10][CH:11]=1)[NH:8][CH:7]=[C:6]2[CH2:12][C:13]([CH3:18])([CH3:14])[NH2:15] |f:1.2|. Procedure details: The nitro compound produced in Procedure 69C was reduced with Raney nickel and hydrazine hydrate according to the method of Procedure 67D. The structure of the product was confirmed by examination of the NMR spectrum, m.p. 114°-116°, yield 25.8 g. from 31.3 g. of nitro compound. Yield: 90.0%. RXN SMILES: Cl[C:2]1[S:3][C:4]2[C:9]([NH:10][C:11]([CH3:16])([CH2:14][OH:15])[CH2:12][OH:13])=[N:8][C:7]([S:17][CH2:18][C:19]3[CH:24]=[CH:23][CH:22]=[C:21]([F:25])[C:20]=3[F:26])=[N:6][C:5]=2[N:27]=1.[OH-:28].[K+].O.[CH3:31]O>>[F:26][C:20]1[C:21]([F:25])=[CH:22][CH:23]=[CH:24][C:19]=1[CH2:18][S:17][C:7]1[N:8]=[C:9]([NH:10][C:11]([CH3:16])([CH2:14][OH:15])[CH2:12][OH:13])[C:4]2[S:3][C:2]([O:28][CH3:31])=[N:27][C:5]=2[N:6]=1 |f:1.2|. Run at temperature 50 celsius, time 20 minute. Procedure: The product from step (f) (0.339 g) was suspended in methanol (32 ml). Potasium hydroxide (0.088 g) added and mixture stirred at 50° C. for 20 minutes. Neutralised with 2N HCl and solvents removed in vacuo to give an orange residue. Water added to remove inorganics and the yellow solid was collected by filtration to give 0.3 g of desired product. 90% yield. Yields the product FC1=C(C=CC=C1F)CSC=1N=C(C2=C(N1)N=C(S2)OC)NC(CO)(CO)C (2-[[5-[[(2,3-Difluorophenyl)methyl]thio]-2-methoxythiazolo[4,5-d]pyrimidin-7-yl]amino]-2-methyl-1,3-propanediol). The reactants are ClC=1SC2=C(N=C(N=C2NC(CO)(CO)C)SCC2=C(C(=CC=C2)F)F)N1 (2-[[2-Chloro-5-[[(2,3-difluorophenyl)methyl]thio]thiazolo[4,5-d]pyrimidin-7-yl]amino]-2-methyl-1,3-propanediol), CO (methanol), [OH-].[K+] (Potasium hydroxide), O (Water).